Dataset: the Open Reaction Database (ORD), a public repository of structured organic reaction records. Task: describe an organic reaction: reactants, conditions, products, and yield Starting materials: [I-] (iodide), O1C(CN2C(C=3C(C2=O)=CC=CC3)=O)C1 (N-(2,3-epoxypropyl)phthalimide), NCCCP(O)O (3-aminopropylphosphonous acid). Run in Cl (hydrochloric acid), C[Si](N[Si](C)(C)C)(C)C (hexamethyldisilazane). Run at time 1 hour. The product is NCCCP(O)(=O)CC(CN1C(C=2C(C1=O)=CC=CC2)=O)O (3-aminopropyl(2-hydroxy-3-phthalimido-propyl) phosphinic acid). As a reaction SMILES: [NH2:1][CH2:2][CH2:3][CH2:4][P:5]([OH:7])[OH:6].[I-].[O:9]1[CH2:23][CH:10]1[CH2:11][N:12]1[C:16](=[O:17])[C:15]2=[CH:18][CH:19]=[CH:20][CH:21]=[C:14]2[C:13]1=[O:22]>C[Si](C)(C)N[Si](C)(C)C.Cl>[NH2:1][CH2:2][CH2:3][CH2:4][P:5]([CH2:23][CH:10]([OH:9])[CH2:11][N:12]1[C:16](=[O:17])[C:15]2=[CH:18][CH:19]=[CH:20][CH:21]=[C:14]2[C:13]1=[O:22])(=[O:7])[OH:6]. Procedure details: A suspension of 2.46 g of 3-aminopropylphosphonous acid in 20 ml of hexamethyldisilazane is heated to reflux under an inert atmosphere for 24 hours after which a clear solution results. The excess hexamethyldisilazane is removed by distillation at atmospheric pressure under a slight positive pressure of inert gas to afford a colourless oil. The oil is cooled to circa 66° and treated with 0.64 g of anhydrouszinc iodide and 4.62 g of N-(2,3-epoxypropyl)phthalimide. An exothermic reaction occurs. T... Reactants: BrC1=C(C(=C(C=C1)O)CCC)CO (4-bromo-3-(hydroxymethyl)-2-propylphenol), O.C1(=CC=C(C=C1)S(=O)(=O)O)C (p-toluenesulfonic acid-hydrate), O1CCCC=C1 (3,4-dihydro-2H-pyrane), O (water). The solvent is ClCCl (dichloromethane). Reaction conditions: time 5 hour. The product is BrC1=C(C(=C(C=C1)O)CCC)COC1OCCCC1 (4-bromo-2-propyl-3-[(tetrahydro-2H-pyran-2-yloxy)methyl]phenol). Yield: 69.6%. As a reaction SMILES: [Br:1][C:2]1[CH:7]=[CH:6][C:5]([OH:8])=[C:4]([CH2:9][CH2:10][CH3:11])[C:3]=1[CH2:12][OH:13].O.C1(C)C=CC(S(O)(=O)=O)=CC=1.[O:26]1[CH:31]=[CH:30][CH2:29][CH2:28][CH2:27]1.O>ClCCl>[Br:1][C:2]1[CH:7]=[CH:6][C:5]([OH:8])=[C:4]([CH2:9][CH2:10][CH3:11])[C:3]=1[CH2:12][O:13][CH:27]1[CH2:28][CH2:29][CH2:30][CH2:31][O:26]1 |f:1.2|. Procedure: To a solution of 4-bromo-3-(hydroxymethyl)-2-propylphenol (1.04 g, 4.24 mmol) in dichloromethane (50 mL), p-toluenesulfonic acid-hydrate (81 mg, 0.424 mmol) and 3,4-dihydro-2H-pyrane (535 mg, 6.36 mmol) were added at room temperature. The mixture was stirred at same temperature for 5 hours. The reaction solution was added with water and extracted with chloroform. Subsequently, the organic layer was washed with saturated saline, dried using anhydrous sodium sulfate, and concentrated in vacuum. Th... Starting materials: C1(C=2C(C(=O)O1)=CC=CC2)=O (phthalic anhydride), NCCCCCCC(=O)O (7-amino-heptanoic acid). The solvent is C(C)(=O)OCC (ethyl acetate). Yields the product C1(C=2C(C(N1CCCCCCC(=O)O)=O)=CC=CC2)=O (7-phthalimidoheptanoic acid). Isolated yield 50.8%. Reaction SMILES: [C:1]1(=[O:11])[O:6][C:4](=O)[C:3]2=[CH:7][CH:8]=[CH:9][CH:10]=[C:2]12.[NH2:12][CH2:13][CH2:14][CH2:15][CH2:16][CH2:17][CH2:18][C:19]([OH:21])=[O:20]>C(OCC)(=O)C>[C:4]1(=[O:6])[N:12]([CH2:13][CH2:14][CH2:15][CH2:16][CH2:17][CH2:18][C:19]([OH:21])=[O:20])[C:1](=[O:11])[C:2]2=[CH:10][CH:9]=[CH:8][CH:7]=[C:3]12. Procedure details: A mixture of phthalic anhydride (5.3 g.) and 7-amino-heptanoic acid (5.8 g.) was heated at 185°-190° C. for 40 minutes and then cooled. The cooled partially solidified product was dissolved in ethyl acetate and the solution washed several times with dilute HCl. The organic layer was dried (MgSO4), filtered and evaporated to dryness and the residue recrystallized from acetic acid to give 7-phthalimidoheptanoic acid (5 g.), m.p. 112°-115° C. Starting materials: FC1=C(C(=CC(=C1)OC)F)C=1SC=C(N1)C(=O)O (2-(2,6-difluoro-4-methoxyphenyl)thiazole-4-carboxylic acid), FC1=C(C=C(C=C1)F)B(O)O ((2,5-difluorophenyl)boronic acid). The product is FC1=C(C=C(C=C1)F)C=1SC=C(N1)C(=O)O (2-(2,5-difluorophenyl)thiazole-4-carboxylic acid). RXN SMILES: [F:1][C:2]1[CH:7]=[C:6](OC)[CH:5]=[C:4](F)[C:3]=1[C:11]1[S:12][CH:13]=[C:14]([C:16]([OH:18])=[O:17])[N:15]=1.[F:19]C1C=CC(F)=CC=1B(O)O>>[F:1][C:2]1[CH:7]=[CH:6][C:5]([F:19])=[CH:4][C:3]=1[C:11]1[S:12][CH:13]=[C:14]([C:16]([OH:18])=[O:17])[N:15]=1. Reported procedure: Following the procedure of Intermediate 104, replacing 2,6-difluoro-4-methoxyphenylboronic acid with (2,5-difluorophenyl)boronic acid gave the title compound. Reactants: C(=O)([O-])[O-].[K+].[K+] (K2CO3), BrC=1C=C(C(=NC1)N)I (5-bromo-3-iodopyridin-2-amine), COC1=CC=C(C=N1)B(O)O (6-methoxypyridin-3-ylboronic acid), Pd(PPh)3. Solvent: O1CCOCC1 (dioxane). Conditions: temperature 120 celsius, time 14 hour. Yields the product BrC=1C=C(C(=NC1)N)C=1C=NC(=CC1)OC (5-bromo-3-(6-methoxypyridin-3-yl)pyridin-2-amine), Formula iv. Reaction SMILES: C([O-])([O-])=O.[K+].[K+].[Br:7][C:8]1[CH:9]=[C:10](I)[C:11]([NH2:14])=[N:12][CH:13]=1.[CH3:16][O:17][C:18]1[N:23]=[CH:22][C:21](B(O)O)=[CH:20][CH:19]=1>O1CCOCC1>[Br:7][C:8]1[CH:9]=[C:10]([C:21]2[CH:22]=[N:23][C:18]([O:17][CH3:16])=[CH:19][CH:20]=2)[C:11]([NH2:14])=[N:12][CH:13]=1 |f:0.1.2|. Procedure: I2 (8.81 g, 34.7 mmol, 1.2 equiv.) was added to a solution of 5-bromopyridin-2-amine (5.00 g, 28.9 mmol) in DMSO (30 mL), and the resulting mixture was stirred at 100° C. for 4 h. After standing at 25° C. for 12 h, the reaction mixture was poured onto a saturated Na2S2O5 aqueous solution (20 mL), and extracted with EtOAc (3×50 mL). The combined organic layers were washed with brine, dried over anhydrous MgSO4 and concentrated in vacuo. The residue was purified by column chromatography on silica ... Reactants: C=C(COC(=O)CCCCCBr)COC(=O)NCCCCCCCCCCCCCCCCCC, Cc1ccccc1, c1ccnnc1. Product: [Br-], C=C(COC(=O)CCCCC[n+]1ccccn1)COC(=O)NCCCCCCCCCCCCCCCCCC. RXN SMILES: [CH2:1]([CH2:2][CH2:3][CH2:4][CH2:5][CH2:6][CH2:7][CH2:8][CH2:9][CH2:10][CH2:11][CH2:12][CH2:13][CH2:14][CH2:15][CH2:16][CH2:17][CH3:18])[NH:19][C:20](=[O:21])[O:22][CH2:23][C:24]([CH2:25][O:26][C:27]([CH2:28][CH2:29][CH2:30][CH2:31][CH2:32][Br:33])=[O:34])=[CH2:35].[CH3:42][c:43]1[cH:44][cH:45][cH:46][cH:47][cH:48]1.[cH:36]1[cH:37][cH:38][n:39][n:40][cH:41]1>>[Br-:33].[CH2:1]([CH2:2][CH2:3][CH2:4][CH2:5][CH2:6][CH2:7][CH2:8][CH2:9][CH2:10][CH2:11][CH2:12][CH2:13][CH2:14][CH2:15][CH2:16][CH2:17][CH3:18])[NH:19][C:20](=[O:21])[O:22][CH2:23][C:24]([CH2:25][O:26][C:27]([CH2:28][CH2:29][CH2:30][CH2:31][CH2:32][n+:39]1[cH:38][cH:37][cH:36][cH:41][n:40]1)=[O:34])=[CH2:35].